Dataset: the Open Reaction Database (ORD), a public repository of structured organic reaction records. Task: describe an organic reaction: reactants, conditions, products, and yield Starting materials: N1N=CN=C1 (1,2,4-triazole), P(=O)(Cl)(Cl)Cl (phosphorousoxychloride), N1(C(=O)NC(=O)C=C1)C(=O)C[C@@H](OCP(=O)(OC(C)C)OC(C)C)CO (1-(uracil-1-yl)-2-deoxy-3-O-(diisopropylphosphonomethyl)-L-threose). Run in N1=CC=CC=C1 (pyridine). Conditions: time 10 minute. Product: N1(C(=O)N=C(N)C=C1)C(=O)C[C@@H](OCP(=O)(OC(C)C)OC(C)C)CO (1-(cytosin-1-yl)-2-deoxy-3-O-(diisopropylphosphonomethyl)-L-threose). Yield: 72.5%. RXN SMILES: [NH:1]1C=NC=N1.P(Cl)(Cl)(Cl)=O.[N:11]1([C:19]([CH2:21][C@H:22]([CH2:35][OH:36])[O:23][CH2:24][P:25]([O:31][CH:32]([CH3:34])[CH3:33])([O:27][CH:28]([CH3:30])[CH3:29])=[O:26])=[O:20])[CH:18]=[CH:17][C:15](=O)[NH:14][C:12]1=[O:13]>N1C=CC=CC=1>[N:11]1([C:19]([CH2:21][C@H:22]([CH2:35][OH:36])[O:23][CH2:24][P:25]([O:31][CH:32]([CH3:34])[CH3:33])([O:27][CH:28]([CH3:30])[CH3:29])=[O:26])=[O:20])[CH:18]=[CH:17][C:15]([NH2:1])=[N:14][C:12]1=[O:13]. Procedure: To the solution of 1,2,4-triazole (662 mg, 9.6 mmol) in 15 mL pyridine was added phosphorousoxychloride (223 μL, 2.4 mmol) at room temperature. The mixture was stirred for 10 minutes. Then the solution of 21 (289 mg, 0.80 mmol) was added to the mixture. The reaction mixture was stirred for 4 hours. Then ammonia gas was bubbled in to the reaction mixture for 1-3 hours and the reaction mixture was concentrated in vacuo. The residue was purified by column chromatography (CH2Cl2:MeOH=12:1) to give c...